This data is from the Open Reaction Database (ORD), a public repository of structured organic reaction records. The task is: describe an organic reaction: reactants, conditions, products, and yield Starting materials: C=CCOc1ccccc1-c1nc2c(CCC)nn(C)c2c(=O)[nH]1, C1CCNCC1, CCO, Oc1ccccc1. Product: CCCc1nn(C)c2c(=O)[nH]c(-c3ccccc3O)nc12. Reaction SMILES: [CH2:1]([CH:2]=[CH2:3])[O:4][c:5]1[c:6](-[c:11]2[nH:12][c:13](=[O:24])[c:14]3[c:15]([n:16]2)[c:17]([CH2:21][CH2:22][CH3:23])[n:18][n:19]3[CH3:20])[cH:7][cH:8][cH:9][cH:10]1.[CH2:32]1[CH2:33][CH2:34][NH:35][CH2:36][CH2:37]1.[CH3:38][CH2:39][OH:40].[OH:25][c:26]1[cH:27][cH:28][cH:29][cH:30][cH:31]1>>[OH:4][c:5]1[c:6](-[c:11]2[nH:12][c:13](=[O:24])[c:14]3[c:15]([n:16]2)[c:17]([CH2:21][CH2:22][CH3:23])[n:18][n:19]3[CH3:20])[cH:7][cH:8][cH:9][cH:10]1. Reactants: C1COCCO1, I[Cu]I, O=C1CCC(c2cccc(C(F)(F)F)c2)N1, Clc1ccc(Oc2ccc(I)cc2)cc1, [K+], [K+], [K+], O=P([O-])([O-])[O-]. Product: O=C1CCC(c2cccc(C(F)(F)F)c2)N1c1ccc(Oc2ccc(Cl)cc2)cc1. As a reaction SMILES: [CH2:43]1[O:44][CH2:45][CH2:46][O:47][CH2:48]1.[Cu:40]([I:41])[I:42].[F:1][C:2]([c:3]1[cH:4][c:5]([CH:9]2[CH2:10][CH2:11][C:12](=[O:14])[NH:13]2)[cH:6][cH:7][cH:8]1)([F:15])[F:16].[I:17][c:18]1[cH:19][cH:20][c:21]([O:22][c:23]2[cH:24][cH:25][c:26]([Cl:29])[cH:27][cH:28]2)[cH:30][cH:31]1.[K+:37].[K+:38].[K+:39].[P:32]([O-:33])([O-:34])([O-:35])=[O:36]>>[F:1][C:2]([c:3]1[cH:4][c:5]([CH:9]2[CH2:10][CH2:11][C:12](=[O:14])[N:13]2[c:18]2[cH:19][cH:20][c:21]([O:22][c:23]3[cH:24][cH:25][c:26]([Cl:29])[cH:27][cH:28]3)[cH:30][cH:31]2)[cH:6][cH:7][cH:8]1)([F:15])[F:16]. The reactants are COC1=CC(=C(C=O)C=C1OCOCC[Si](C)(C)C)[Sn](C)(C)C (4-Methoxy-5-(2-trimethylsilanyl-ethoxymethoxy)-2-trimethylstannanyl-benzaldehyde), [BH4-].[Na+] (Sodium borohydride). Solvent: CO (MeOH), O (H2O). Reaction conditions: time 1 hour. Product: COC1=CC(=C(C=C1OCOCC[Si](C)(C)C)CO)[Sn](C)(C)C ([4-methoxy-5-(2-trimethylsilanyl-ethoxymethoxy)-2-trimethylstannanyl-phenyl]-methanol). Isolated yield 91.1%. As a reaction SMILES: [CH3:1][O:2][C:3]1[C:10]([O:11][CH2:12][O:13][CH2:14][CH2:15][Si:16]([CH3:19])([CH3:18])[CH3:17])=[CH:9][C:6]([CH:7]=[O:8])=[C:5]([Sn:20]([CH3:23])([CH3:22])[CH3:21])[CH:4]=1.[BH4-].[Na+]>CO.O>[CH3:1][O:2][C:3]1[C:10]([O:11][CH2:12][O:13][CH2:14][CH2:15][Si:16]([CH3:17])([CH3:18])[CH3:19])=[CH:9][C:6]([CH2:7][OH:8])=[C:5]([Sn:20]([CH3:21])([CH3:23])[CH3:22])[CH:4]=1 |f:1.2|. Procedure: 4-Methoxy-5-(2-trimethylsilanyl-ethoxymethoxy)-2-trimethylstannanyl-benzaldehyde (2.36 g, 5.3 mmol) was stirred in MeOH (30 mL) at 0° C. Sodium borohydride (400 mg, 10.6 mmol) was added, and the reaction stirred for 1 h. The solution was diluted with H2O (60 mL), and extracted with EtOAc (2×50 mL). Organics were washed with brine (50 mL), dried (Na2SO4), and concentrated in vacuo to give 2.16 g (91%) of [4-methoxy-5-(2-trimethylsilanyl-ethoxymethoxy)-2-trimethylstannanyl-phenyl]-methanol as a cl... Reactants: COc1ccc(C=NNC(=O)OC(C)(C)C)cc1, [H][H], C1CCOC1. The product is COc1ccc(CNNC(=O)OC(C)(C)C)cc1. As a reaction SMILES: [CH3:1][O:2][c:3]1[cH:4][cH:5][c:6]([CH:7]=[N:8][NH:9][C:10](=[O:11])[O:12][C:13]([CH3:14])([CH3:15])[CH3:16])[cH:17][cH:18]1.[H:19][H:20].[O:21]1[CH2:22][CH2:23][CH2:24][CH2:25]1>>[CH3:1][O:2][c:3]1[cH:4][cH:5][c:6]([CH2:7][NH:8][NH:9][C:10](=[O:11])[O:12][C:13]([CH3:14])([CH3:15])[CH3:16])[cH:17][cH:18]1.